The task is: describe an organic reaction: reactants, conditions, products, and yield. This data is from the Open Reaction Database (ORD), a public repository of structured organic reaction records. Starting materials: F[B-](F)(F)F, F[B-](F)(F)F, CC(C)(C)OC(=O)N1CCN(c2cncc(OCc3cccc(Cl)c3)n2)CC1, CC#N, F[N+]12CC[N+](CCl)(CC1)CC2. The product is CC(C)(C)OC(=O)N1CCN(c2nc(OCc3cccc(Cl)c3)cnc2F)CC1. RXN SMILES: [B-:29]([F:30])([F:31])([F:32])[F:33].[B-:34]([F:35])([F:36])([F:37])[F:38].[C:1]([CH3:2])([CH3:3])([CH3:4])[O:5][C:6](=[O:7])[N:8]1[CH2:9][CH2:10][N:11]([c:14]2[n:15][c:16]([O:20][CH2:21][c:22]3[cH:23][c:24]([Cl:28])[cH:25][cH:26][cH:27]3)[cH:17][n:18][cH:19]2)[CH2:12][CH2:13]1.[CH3:50][C:51]#[N:52].[Cl:39][CH2:40][N+:41]12[CH2:42][CH2:43][N+:44]([F:45])([CH2:46][CH2:47]1)[CH2:48][CH2:49]2>>[C:1]([CH3:2])([CH3:3])([CH3:4])[O:5][C:6](=[O:7])[N:8]1[CH2:9][CH2:10][N:11]([c:14]2[n:15][c:16]([O:20][CH2:21][c:22]3[cH:23][c:24]([Cl:28])[cH:25][cH:26][cH:27]3)[cH:17][n:18][c:19]2[F:30])[CH2:12][CH2:13]1. Starting materials: ClN1C(CCC1=O)=O (N-chlorosuccinimide), N1C=C(C2=CC=CC=C12)C(=O)OC (methyl indole-3-carboxylate), Cl.CCOCC (HCl ether). The solvent is C(Cl)(Cl)Cl (chloroform). Conditions: time 1 hour. Yields the product ClC=1NC2=CC=CC=C2C1C(=O)OC (Methyl 2-chloroindole-3-Carboxylate). Isolated yield 47.7%. RXN SMILES: [NH:1]1[C:9]2[C:4](=[CH:5][CH:6]=[CH:7][CH:8]=2)[C:3]([C:10]([O:12][CH3:13])=[O:11])=[CH:2]1.[Cl:14]N1C(=O)CCC1=O.Cl.CCOCC>C(Cl)(Cl)Cl>[Cl:14][C:2]1[NH:1][C:9]2[C:4]([C:3]=1[C:10]([O:12][CH3:13])=[O:11])=[CH:5][CH:6]=[CH:7][CH:8]=2 |f:2.3|. Procedure details: A stirred suspension of methyl indole-3-carboxylate (6.0 g, 0.034 mole) in chloroform (200 ml) was treated with N-chlorosuccinimide (5.04 g, 0.038 mole) to afford a clear solution within 15 minutes. After 2 h at room temperature this was treated with 1M HCl/ether (34 ml, 0.034 mole) and allowed to stir for a further 1 h, then treated with excess 10% Na2 CO3 solution and the chloroform layer separated, dried (Na2 SO4) and concentrated in vacuo. The residual yellow solid was recrystallised from ch... Reactants: C(C(=O)C1=CC=CC=C1)Br (phenacyl bromide), FC(C=1C=C(C(=O)N2[C@@H](CNCC2)CC2=CNC3=CC=CC=C23)C=C(C1)C(F)(F)F)(F)F ((2R)-1-[3,5-bis(trifluoromethyl)benzoyl]-2-(1H-indol-3-ylmethyl)piperazine), [I-].[K+] (potassium iodide), C(C)(C)N(CC)C(C)C (diisopropyl-ethylamine). Solvent: C(C)#N (acetonitrile). Conditions: time 8 hour. Product: FC(C=1C=C(C(=O)N2[C@@H](CN(CC2)CC(=O)C2=CC=CC=C2)CC2=CNC3=CC=CC=C23)C=C(C1)C(F)(F)F)(F)F ((2R)-1-[3,5-bis(trifluoromethyl)benzoyl]-2-(1H-indol-3-ylmethyl)-4-(2-phenyl-2-ethanon-1-yl)piperazine). The yield is 85.8%. As a reaction SMILES: [CH2:1](Br)[C:2]([C:4]1[CH:9]=[CH:8][CH:7]=[CH:6][CH:5]=1)=[O:3].[F:11][C:12]([F:42])([F:41])[C:13]1[CH:14]=[C:15]([CH:34]=[C:35]([C:37]([F:40])([F:39])[F:38])[CH:36]=1)[C:16]([N:18]1[CH2:23][CH2:22][NH:21][CH2:20][C@H:19]1[CH2:24][C:25]1[C:33]2[C:28](=[CH:29][CH:30]=[CH:31][CH:32]=2)[NH:27][CH:26]=1)=[O:17].[I-].[K+].C(N(C(C)C)CC)(C)C>C(#N)C>[F:40][C:37]([F:38])([F:39])[C:35]1[CH:34]=[C:15]([CH:14]=[C:13]([C:12]([F:11])([F:41])[F:42])[CH:36]=1)[C:16]([N:18]1[CH2:23][CH2:22][N:21]([CH2:1][C:2]([C:4]2[CH:9]=[CH:8][CH:7]=[CH:6][CH:5]=2)=[O:3])[CH2:20][C@H:19]1[CH2:24][C:25]1[C:33]2[C:28](=[CH:29][CH:30]=[CH:31][CH:32]=2)[NH:27][CH:26]=1)=[O:17] |f:2.3|. Procedure: A mixture of phenacyl bromide (0.88 g), (2R)-1-[3,5-bis(trifluoromethyl)benzoyl]-2-(1H-indol-3-ylmethyl)piperazine (2 g), potassium iodide (catalytical), diisopropyl-ethylamine (0.77 mL), and acetonitrile (20 mL) was stirred at room temperature overnight. After cooling to room temperature the solvent was removed in vacuo, and the residue treated with dichloromethane and NaOH (2N). The layers were separated, the organic layer was dried (Na2SO4), and concentrated in vacuo. The residue was purified... The reactants are COC(=O)CBr, Cc1cccc(C)c1C(=O)NCCC(C)N1CCC(N(Cc2cccc(C#N)c2)c2ccc(O)cc2)CC1, [K+], [K+], O=C([O-])[O-], CN(C)C=O. Yields the product COC(=O)COc1ccc(N(Cc2cccc(C#N)c2)C2CCN(C(C)CCNC(=O)c3c(C)cccc3C)CC2)cc1. Reaction SMILES: [Br:45][CH2:46][C:47](=[O:48])[O:49][CH3:50].[C:1](#[N:2])[c:3]1[cH:4][c:5]([CH2:6][N:7]([CH:8]2[CH2:9][CH2:10][N:11]([CH:14]([CH2:15][CH2:16][NH:17][C:18]([c:19]3[c:20]([CH3:26])[cH:21][cH:22][cH:23][c:24]3[CH3:25])=[O:27])[CH3:28])[CH2:12][CH2:13]2)[c:29]2[cH:30][cH:31][c:32]([OH:35])[cH:33][cH:34]2)[cH:36][cH:37][cH:38]1.[K+:39].[K+:40].[O-:41][C:42]([O-:43])=[O:44].[O:51]=[CH:52][N:53]([CH3:54])[CH3:55]>>[C:1](#[N:2])[c:3]1[cH:4][c:5]([CH2:6][N:7]([CH:8]2[CH2:9][CH2:10][N:11]([CH:14]([CH2:15][CH2:16][NH:17][C:18]([c:19]3[c:20]([CH3:26])[cH:21][cH:22][cH:23][c:24]3[CH3:25])=[O:27])[CH3:28])[CH2:12][CH2:13]2)[c:29]2[cH:30][cH:31][c:32]([O:35][CH2:46][C:47](=[O:48])[O:49][CH3:50])[cH:33][cH:34]2)[cH:36][cH:37][cH:38]1. Starting materials: C12NC(C(C=C1)C2)=O ((+)-2-Azabicyclo[2.2.1]hept-5-en-3-one), C(OC(C)(C)C)(OC(C)(C)C)=O (Di-tert-butyl carbonate). The reagents and catalysts are CN(C1=CC=NC=C1)C (4-dimethylaminopyridine). The solvent is O1CCCC1 (tetrahydrofuran). Conditions: time 2 hour. Product: O=C1N([C@@H]2C=C[C@H]1C2)C(=O)OC(C)(C)C ((1S,4R)-tert-Butyl 3-oxo-2-Azabicyclo[2.2.1]hept-5-ene-2-carboxylate). The yield is 91.5%. RXN SMILES: [CH:1]12[CH2:7][CH:4]([CH:5]=[CH:6]1)[C:3](=[O:8])[NH:2]2.[C:9](=O)([O:15]C(C)(C)C)[O:10][C:11]([CH3:14])([CH3:13])[CH3:12]>O1CCCC1.CN(C)C1C=CN=CC=1>[O:8]=[C:3]1[C@@H:4]2[CH2:7][C@@H:1]([CH:6]=[CH:5]2)[N:2]1[C:9]([O:10][C:11]([CH3:14])([CH3:13])[CH3:12])=[O:15]. Procedure: (+)-2-Azabicyclo[2.2.1]hept-5-en-3-one (Chiroscience, Cambridge, England; 54.565 g, 0.500 mole) was dissolved in dry tetrahydrofuran (350 mL). Di-tert-butyl carbonate (Aldrich, 114.87 g, 0.510 mole as 97%) and 4-dimethylaminopyridine (Aldrich, 600 mg) were added to the stirred mixture. The resulting solution was stirred at ambient temperature for 2 hours. Solvent was evaporated under reduced pressure and the residual orange solid was crystallized from toluene-hexanes to give title compound as wh... Starting materials: ClC=1N=C(NC1CC)C(=O)O (4-chloro-5-ethyl-1H-imidazole-2-carboxylic acid), S(=O)(Cl)Cl (thionyl chloride), N[C@@H]1[C@@H](CN(CC1)C=1OC=C(N1)C(=O)OCC)OC (Ethyl cis(±)-2-(4-amino-3-methoxypiperidin-1-yl)-1,3-oxazole-4-carboxylate). Yields the product ClC=1N=C(NC1CC)C(=O)N[C@@H]1[C@@H](CN(CC1)C=1OC=C(N1)C(=O)OCC)OC (Ethyl cis(±)-2-(4-{[(4-chloro-5-ethyl-1H-imidazol-2-yl)carbonyl]amino}-3-methoxypiperidin-1-yl)-1,3-oxazole-4-carboxylate). The yield is 59.5%. RXN SMILES: [Cl:1][C:2]1[N:3]=[C:4]([C:9]([OH:11])=O)[NH:5][C:6]=1[CH2:7][CH3:8].S(Cl)(Cl)=O.[NH2:16][C@H:17]1[CH2:22][CH2:21][N:20]([C:23]2[O:24][CH:25]=[C:26]([C:28]([O:30][CH2:31][CH3:32])=[O:29])[N:27]=2)[CH2:19][C@H:18]1[O:33][CH3:34]>>[Cl:1][C:2]1[N:3]=[C:4]([C:9]([NH:16][C@H:17]2[CH2:22][CH2:21][N:20]([C:23]3[O:24][CH:25]=[C:26]([C:28]([O:30][CH2:31][CH3:32])=[O:29])[N:27]=3)[CH2:19][C@H:18]2[O:33][CH3:34])=[O:11])[NH:5][C:6]=1[CH2:7][CH3:8]. Reported procedure: The same operation as in Example (91c) was performed using 4-chloro-5-ethyl-1H-imidazole-2-carboxylic acid (0.13 g, 0.75 mmol), thionyl chloride (2 mL) and ethyl cis(±)-2-(4-amino-3-methoxypiperidin-1-yl)-1,3-oxazole-4-carboxylate obtained in Example (103d) (0.3 g, 1.12 mmol). Purification by silica gel column chromatography (elution solvent: ethyl acetate/hexane=4/1, 1/0) gave 0.19 g of the title compound as a brown oily substance (60%). Starting materials: ClC(C(=O)C1=CN=C2N1C(=CC=C2)CN(CCCCNS(=O)(=O)C(F)(F)F)C(=O)OC(C)(C)C)(Cl)Cl (3-trichloroacetyl-5-[N-tert-butoxycarbonyl-N-[4-(trifluoromethanesulfonamido)butan-1-yl]aminomethyl]imidazo[1,2-a]pyridine), I[Si](C)(C)C (iodotrimethylsilane), C(O)([O-])=O.[Na+] (sodium hydrogencarbonate), ice water. Solvent: C(Cl)(Cl)Cl (chloroform). Run at time 10 minute. Product: FC(S(=O)(=O)NCCCCN1C(C2=CN=C3C=CC=C(C1)N32)=O)(F)F (4,5-dihydro-4-[4-(trifluoro-methanesulfonamido)butan-1-yl]-3H-1,4,8b-triazaacenaphthylen-3-one). Isolated yield 65.1%. As a reaction SMILES: ClC(Cl)(Cl)C([C:5]1[N:9]2[C:10]([CH2:14][N:15]([C:28]([O:30]C(C)(C)C)=O)[CH2:16][CH2:17][CH2:18][CH2:19][NH:20][S:21]([C:24]([F:27])([F:26])[F:25])(=[O:23])=[O:22])=[CH:11][CH:12]=[CH:13][C:8]2=[N:7][CH:6]=1)=O.I[Si](C)(C)C.C(=O)([O-])O.[Na+]>C(Cl)(Cl)Cl>[F:25][C:24]([F:26])([F:27])[S:21]([NH:20][CH2:19][CH2:18][CH2:17][CH2:16][N:15]1[CH2:14][C:10]2[N:9]3[C:5](=[CH:6][N:7]=[C:8]3[CH:13]=[CH:12][CH:11]=2)[C:28]1=[O:30])(=[O:23])=[O:22] |f:2.3|. Reported procedure: To a solution of 5.25 g (8.81 mmol) of 3-trichloroacetyl-5-[N-tert-butoxycarbonyl-N-[4-(trifluoromethanesulfonamido)butan-1-yl]aminomethyl]imidazo[1,2-a]pyridine in 25 ml of chloroform was added dropwise 2.5 ml (17.62 mmol) of iodotrimethylsilane at room temperature. The reaction mixture was stirred for 10 minutes, which was poured into ice-water, followed by neutralization with a saturated aqueous solution of sodium hydrogencarbonate. This solution was extracted with 250 ml of ethyl acetate. Th...